This data is from the Open Reaction Database (ORD), a public repository of structured organic reaction records. The task is: describe an organic reaction: reactants, conditions, products, and yield Starting materials: C(=O)O (Formic acid), C(N)(OC(C)(C)C)=O (tert-butyl carbamate), BrC1=C(C=O)C=CC(=C1)C#N (2-bromo-4-cyanobenzaldehyde), C1(=CC=CC=C1)S(=O)[O-].[Na+] (sodium benzenesulfinate). Solvent: O1CCCC1 (tetrahydrofuran), O (water), O (Water). Run at time 6 day. Product: BrC1=C(C=CC(=C1)C#N)N(C(OC(C)(C)C)=O)CS(=O)(=O)C1=CC=CC=C1 (tert-Butyl (2-Bromo-4-cyanophenyl)(phenylsulfonyl)methylcarbamate). As a reaction SMILES: [CH:1](O)=O.[C:4](=[O:11])([O:6][C:7]([CH3:10])([CH3:9])[CH3:8])[NH2:5].[Br:12][C:13]1[CH:20]=[C:19]([C:21]#[N:22])[CH:18]=[CH:17][C:14]=1C=O.[C:23]1([S:29]([O-:31])=[O:30])[CH:28]=[CH:27][CH:26]=[CH:25][CH:24]=1.[Na+]>O1CCCC1.O>[Br:12][C:13]1[CH:20]=[C:19]([C:21]#[N:22])[CH:18]=[CH:17][C:14]=1[N:5]([CH2:1][S:29]([C:23]1[CH:28]=[CH:27][CH:26]=[CH:25][CH:24]=1)(=[O:31])=[O:30])[C:4](=[O:11])[O:6][C:7]([CH3:10])([CH3:9])[CH3:8] |f:3.4|. Procedure: Formic acid (3.9 mL, 104 mmol) is added to a solution of tert-butyl carbamate (1.90 g, 16.2 mmol), 2-bromo-4-cyanobenzaldehyde (3.41 g, 16.2 mmol) and sodium benzenesulfinate (2.67 g, 16.2 mmol) in a mixture of tetrahydrofuran (7.0 mL) and water (60 mL), and the mixture is stirred at room temperature for 6 days. Water (180 mL) is added, and the precipitate is filtered and washed with water. The precipitate is treated with tert-butyl methyl ether (30 mL), and the mixture is stirred for 30 min. Th... Starting materials: C(C)(=O)OC1=CC=CC=C1 (phenyl acetate), C1(=CC=CC=C1)O (phenol). Yields the product CC(=O)C=1C=CC(=CC1)O (4-hydroxyacetophenone). RXN SMILES: C([O:4][C:5]1[CH:10]=[CH:9][CH:8]=[CH:7][CH:6]=1)(=O)C.[C:11]1([OH:17])C=CC=C[CH:12]=1>>[CH3:12][C:11]([C:8]1[CH:9]=[CH:10][C:5]([OH:4])=[CH:6][CH:7]=1)=[O:17]. Procedure: 4-Acetoxyacetanilide is produced by subjecting phenyl acetate to a Fries rearrangement or phenol and an acetylating agent to a Friedel-Crafts acetylation to form 4-hydroxyacetophenone which is then reacted with hydroxylamine or a hydroxylamine salt to form 4-hydroxyacetophenone oxime. The oxime is then subjected to a Beckmann rearrangement and accompanying acetylation with acetic anhydride to form the 4-acetoxyacetanilide. Reactants: C(C)OC(C1=CN=C(C=C1)Cl)=O (6-chloronicotinic acid ethyl ester), NC1=CC=CC=C1 (aniline). The solvent is C(C)OC(C)O (ethoxyethanol). The product is C(C)OC(C1=CN=C(C=C1)NC1=CC=CC=C1)=O (6-phenylamino-nicotinic acid ethyl ester). Isolated yield 87.9%. RXN SMILES: [CH2:1]([O:3][C:4](=[O:12])[C:5]1[CH:10]=[CH:9][C:8](Cl)=[N:7][CH:6]=1)[CH3:2].[NH2:13][C:14]1[CH:19]=[CH:18][CH:17]=[CH:16][CH:15]=1>C(OC(O)C)C>[CH2:1]([O:3][C:4](=[O:12])[C:5]1[CH:10]=[CH:9][C:8]([NH:13][C:14]2[CH:19]=[CH:18][CH:17]=[CH:16][CH:15]=2)=[N:7][CH:6]=1)[CH3:2]. Procedure details: A mixture of 6-chloronicotinic acid ethyl ester (0.2 g, 0.00108 mole) and aniline (0.119 g, 0.00129 mole) in ethoxyethanol (10 mL) was heated to reflux for overnight. The mixture was then concentrated under reduced pressure and the residue was dissolved in ethyl acetate. The organic layer was washed with water, brine solution, dried over sodium sulfate and concentrated under reduced pressure. The resulting residue was purified by column chromatography using silica gel 60-120 mesh (5% ethyl aceta... The reactants are COC1=C(CN(C([C@H](CC2=CC=CC=C2)N(C(=O)OC(C)(C)C)CC=C)=O)C)C=CC=C1 ((S)-N-(2-methoxybenzyl)-N-methyl-2-[N'-(t-butoxycarbonyl)-allylamino]-3-phenyl-propionamide), C([O-])(O)=O.[Na+] (sodium bicarbonate), C(C)(=O)[O-].C(C)(=O)[O-].C(C)(=O)[O-].C(C)(=O)[O-].[Pb+4] (lead tetraacetate), C[N+]1(CCOCC1)[O-] (N-methylmorpholine-N-oxide), S([O-])(O)=O.[Na+] (sodium bisulfite). Reagents/catalysts: [Os](=O)(=O)(=O)=O (osmium tetraoxide). The solvent is C(Cl)(Cl)Cl (chloroform), O (water), CC(=O)C (acetone). Run at time 30 minute. Product: COC1=C(CN(C([C@H](CC2=CC=CC=C2)N(C(=O)OC(C)(C)C)CC=O)=O)C)C=CC=C1 ((S)-N-(2-Methoxybenzyl)-N-methyl-2-[N'-(t-butoxycarbonyl)-2-oxo-ethylamino]-3-phenyl-propionamide). As a reaction SMILES: [CH3:1][O:2][C:3]1[CH:32]=[CH:31][CH:30]=[CH:29][C:4]=1[CH2:5][N:6]([CH3:28])[C:7](=[O:27])[C@@H:8]([N:16]([CH2:24][CH:25]=C)[C:17]([O:19][C:20]([CH3:23])([CH3:22])[CH3:21])=[O:18])[CH2:9][C:10]1[CH:15]=[CH:14][CH:13]=[CH:12][CH:11]=1.C[N+]1([O-])CC[O:37]CC1.S(=O)(O)[O-].[Na+].C([O-])(=O)C.C([O-])(=O)C.C([O-])(=O)C.C([O-])(=O)C.[Pb+4].C(=O)(O)[O-].[Na+]>C(Cl)(Cl)Cl.[Os](=O)(=O)(=O)=O.O.CC(C)=O>[CH3:1][O:2][C:3]1[CH:32]=[CH:31][CH:30]=[CH:29][C:4]=1[CH2:5][N:6]([CH3:28])[C:7](=[O:27])[C@@H:8]([N:16]([CH2:24][CH:25]=[O:37])[C:17]([O:19][C:20]([CH3:21])([CH3:22])[CH3:23])=[O:18])[CH2:9][C:10]1[CH:15]=[CH:14][CH:13]=[CH:12][CH:11]=1 |f:2.3,4.5.6.7.8,9.10|. Procedure: Combine (S)-N-(2-methoxybenzyl)-N-methyl-2-[N'-(t-butoxycarbonyl)-allylamino]-3-phenyl-propionamide (0.66 g, 1.52 mmol), N-methylmorpholine-N-oxide (0.20 g, 1.67 mmol), acetone (5 mL), and water (5 mL). Add osmium tetraoxide (0.78 mL, 0.04M in THF, 0.032 mmol) and stir under an inert atmosphere for 18 hours. Pour the reaction mixture into a saturated solution of sodium bisulfite and extract the intermediate diol into ethyl acetate. Dry the separated organic layer over MgSO4, filter, and evaporat... Starting materials: C(C)(C)(C)OC(N[C@@H](CCN1CCC2(C(N(C(N2)=O)CC2=CC=C(C=C2)Br)=O)CC1)C1=CC=CC=C1)=O ({3-[3-(4-bromobenzyl)-2,4-dioxo-1,3,8-triaza-spiro[4.5]dec-8-yl]-1-(S)-phenylpropyl}-carbamic acid tert-butyl ester), solution, C(Cl)Cl.C(=O)(C(F)(F)F)O (DCM TFA), aqueous solution, [OH-].[Na+] (sodium hydroxide). Run at time 1 hour. Yields the product N[C@@H](CCN1CCC2(C(N(C(N2)=O)CC2=CC=C(C=C2)Br)=O)CC1)C1=CC=CC=C1 (8-(3-(S)-Amino-3-phenylpropyl)-3-(4-bromobenzyl)-1,3,8-triaza-spiro[4.5]decane-2,4-dione). Isolated yield 102.9%. As a reaction SMILES: C(OC(=O)[NH:7][C@H:8]([C:31]1[CH:36]=[CH:35][CH:34]=[CH:33][CH:32]=1)[CH2:9][CH2:10][N:11]1[CH2:30][CH2:29][C:14]2([NH:18][C:17](=[O:19])[N:16]([CH2:20][C:21]3[CH:26]=[CH:25][C:24]([Br:27])=[CH:23][CH:22]=3)[C:15]2=[O:28])[CH2:13][CH2:12]1)(C)(C)C.C(Cl)Cl.C(O)(C(F)(F)F)=O.[OH-].[Na+]>>[NH2:7][C@H:8]([C:31]1[CH:32]=[CH:33][CH:34]=[CH:35][CH:36]=1)[CH2:9][CH2:10][N:11]1[CH2:12][CH2:13][C:14]2([NH:18][C:17](=[O:19])[N:16]([CH2:20][C:21]3[CH:26]=[CH:25][C:24]([Br:27])=[CH:23][CH:22]=3)[C:15]2=[O:28])[CH2:29][CH2:30]1 |f:1.2,3.4|. Procedure details: To 116 mg (0.2 mmol) of {3-[3-(4-bromobenzyl)-2,4-dioxo-1,3,8-triaza-spiro[4.5]dec-8-yl]-1-(S)-phenylpropyl}-carbamic acid tert-butyl ester were added 2 mL of a solution DCM/TFA 20%. The reaction mixture was agitated one hour at room temperature before neutralizing with 1.8 mL of a 10% aqueous solution of sodium hydroxide. Then the solution was extracted with DCM, dried over sodium sulfate, filtered and evaporated in vacuo yielding Compound 5 as a white solid (97 mg, 100%). The reactants are BrC1=C(C=C(C=C1)NC(CCCl)=O)Cl (N-(4-bromo-3-chloro-phenyl)-3-chloro-propionamide), [Cl-].[Al+3].[Cl-].[Cl-] (aluminium chloride), ice water. Product: BrC=1C=C2CCC(NC2=CC1Cl)=O (6-Bromo-7-chloro-3,4-dihydro-1H-quinolin-2-one). The yield is 50.3%. As a reaction SMILES: [Br:1][C:2]1[CH:7]=[CH:6][C:5]([NH:8][C:9](=[O:13])[CH2:10][CH2:11]Cl)=[CH:4][C:3]=1[Cl:14].[Cl-].[Al+3].[Cl-].[Cl-]>>[Br:1][C:2]1[CH:7]=[C:6]2[C:5](=[CH:4][C:3]=1[Cl:14])[NH:8][C:9](=[O:13])[CH2:10][CH2:11]2 |f:1.2.3.4|. Reported procedure: A flame-dried 50-mL flask equipped with a magnetic stirring bar was charged with N-(4-bromo-3-chloro-phenyl)-3-chloro-propionamide (1.0 g, 3.36 mmol) and aluminium chloride (0.67 g, 5.04 mmol). In a pre-heated oil bath, the flask was heated at 135˜140° C. for 2 hr. After cooling to room temperature, the reaction mixture was treated with ice-water slowly, and extracted with EtOAc. The organic layer was washed with water and brine in sequence, dried over anhy. Na2SO4. After evaporation of the solv... Starting materials: C(C)(=O)O[BH-](OC(C)=O)OC(C)=O.[Na+] (sodium triacetoxyborohydride), C(=O)(O)[O-].[Na+] (NaHCO3), Cl.Cl.N1CC(C1)COC1=CC(=C(N=N1)CCCC)C1=CC=C(C=C1)OCC1=CC=CC=C1 (6-(azetidin-3-ylmethoxy)-4-(4-benzyloxy-phenyl)-3-butyl-pyridazine dihydrochloride), C=O (formaldehyde), O (water), Cl (HCl). The reagents and catalysts are C(C)(=O)O (acetic acid). The solvent is O.CCOC(=O)C (water EtOAc), C(Cl)Cl (DCM), ClCCl (dichloromethane), CCOCC (ether). Run at time 0.5 hour. Yields the product Cl.Cl.C(C1=CC=CC=C1)OC1=CC=C(C=C1)C1=C(N=NC(=C1)OCC1CN(C1)C)CCCC (4-(4-Benzyloxy-phenyl)-3-butyl-6-(1-methyl-azetidin-3-ylmethoxy)-pyridazine dihydrochloride). Isolated yield 144.1%. RXN SMILES: [ClH:1].Cl.[NH:3]1[CH2:6][CH:5]([CH2:7][O:8][C:9]2[N:14]=[N:13][C:12]([CH2:15][CH2:16][CH2:17][CH3:18])=[C:11]([C:19]3[CH:24]=[CH:23][C:22]([O:25][CH2:26][C:27]4[CH:32]=[CH:31][CH:30]=[CH:29][CH:28]=4)=[CH:21][CH:20]=3)[CH:10]=2)[CH2:4]1.C=O.O.[C:36](O[BH-](OC(=O)C)OC(=O)C)(=O)C.[Na+].C([O-])(O)=O.[Na+].Cl>ClCCl.C(O)(=O)C.O.CCOC(C)=O.CCOCC>[ClH:1].[ClH:1].[CH2:26]([O:25][C:22]1[CH:21]=[CH:20][C:19]([C:11]2[CH:10]=[C:9]([O:8][CH2:7][CH:5]3[CH2:4][N:3]([CH3:36])[CH2:6]3)[N:14]=[N:13][C:12]=2[CH2:15][CH2:16][CH2:17][CH3:18])=[CH:24][CH:23]=1)[C:27]1[CH:32]=[CH:31][CH:30]=[CH:29][CH:28]=1 |f:0.1.2,5.6,7.8,12.13,15.16.17|. Procedure: To a solution of the above pyridazine dihydrochloride (0.3 mmol, 143 mg) in dichloromethane (2 mL) was added formaldehyde solution in water (37%, 10 mmol, 1.0 mL), and 2 drops of acetic acid. Then sodium triacetoxyborohydride (10 mmol, 2.12 g) was added. The mixture was stirred at room temperature for 0.5 hour then condensed, diluted with water/EtOAc, and neutralized with NaHCO3 powder. The solvent was removed in vacuo, and the residue was purified by silica gel chromatography (DCM to DCM+10% 2N...